describe an organic reaction: reactants, conditions, products, and yield From a dataset of the Open Reaction Database (ORD), a public repository of structured organic reaction records. The reactants are C(C1=CC=CC=C1)N(CCCN(C(OC(C)(C)C)=O)CC1=NC=CC(=C1)C=O)C (tert-butyl N-{3-[benzyl(methyl)amino]propyl}-N-[(4-formylpyridin-2-yl)methyl]carbamate), C1(CC1)N (cyclopropanamine). Product: C(C1=CC=CC=C1)N(CCCN(C(OC(C)(C)C)=O)CC1=NC=CC(=C1)CNC1CC1)C (Tert-butyl N-{3-[benzyl(methyl)amino]propyl}-N-({4-[(cyclopropylamino)methyl]pyridin-2-yl}methyl)carbamate). As a reaction SMILES: [CH2:1]([N:8]([CH3:29])[CH2:9][CH2:10][CH2:11][N:12]([CH2:20][C:21]1[CH:26]=[C:25]([CH:27]=O)[CH:24]=[CH:23][N:22]=1)[C:13](=[O:19])[O:14][C:15]([CH3:18])([CH3:17])[CH3:16])[C:2]1[CH:7]=[CH:6][CH:5]=[CH:4][CH:3]=1.[CH:30]1([NH2:33])[CH2:32][CH2:31]1>>[CH2:1]([N:8]([CH3:29])[CH2:9][CH2:10][CH2:11][N:12]([CH2:20][C:21]1[CH:26]=[C:25]([CH2:27][NH:33][CH:30]2[CH2:32][CH2:31]2)[CH:24]=[CH:23][N:22]=1)[C:13](=[O:19])[O:14][C:15]([CH3:18])([CH3:17])[CH3:16])[C:2]1[CH:7]=[CH:6][CH:5]=[CH:4][CH:3]=1. Procedure details: By General Procedure A from tert-butyl N-{3-[benzyl(methyl)amino]propyl}-N-[(4-formylpyridin-2-yl)methyl]carbamate and cyclopropanamine. Purification by column chromatography using DCM:MeOH:NH4OH (8:2:1) gave the title compound. 1H NMR (300 MHz, CDCl3), (rotamers) δ ppm: 8.4 (d, 1H), 7.4-7.2 (m, 7H), 4.5 (s, 2H), 3.9 (s, 2H), 3.7-3.2 (m, 4H), 2.6-1.7 (m, 8H), 1.4 (d, 9H), 0.6-01.3 (m, 4H). The reactants are C(C)(=O)O[BH-](OC(C)=O)OC(C)=O.[Na+] (sodium triacetoxyborohydride), C(C)(C)(C)OC(=O)NC1CCC(CC1)NC=1C=C(OC2CN(C2)C(=O)OC(C)(C)C)C=C(C1C)C(=O)OC (tert-butyl 3-(3-((4-((tert-butoxycarbonyl)amino)cyclohexyl)amino)-5-(methoxycarbonyl)-4-methylphenoxy)azetidine-1-carboxylate), C(C)=O (acetaldehyde), C(C)(=O)O (acetic acid). The solvent is ClC(C)Cl (dichloroethane). Conditions: time 20 minute. Yields the product C(C)(C)(C)OC(=O)NC1CCC(CC1)N(C=1C=C(OC2CN(C2)C(=O)OC(C)(C)C)C=C(C1C)C(=O)OC)CC (tert-butyl 3-(3-((4-((tert-butoxycarbonyl)amino)cyclohexyl)(ethyl)amino)-5-(methoxycarbonyl)-4-methylphenoxy)azetidine-1-carboxylate). As a reaction SMILES: [C:1]([O:5][C:6]([NH:8][CH:9]1[CH2:14][CH2:13][CH:12]([NH:15][C:16]2[CH:17]=[C:18]([CH:31]=[C:32]([C:35]([O:37][CH3:38])=[O:36])[C:33]=2[CH3:34])[O:19][CH:20]2[CH2:23][N:22]([C:24]([O:26][C:27]([CH3:30])([CH3:29])[CH3:28])=[O:25])[CH2:21]2)[CH2:11][CH2:10]1)=[O:7])([CH3:4])([CH3:3])[CH3:2].[CH:39](=O)[CH3:40].C(O)(=O)C.C(O[BH-](OC(=O)C)OC(=O)C)(=O)C.[Na+]>ClC(Cl)C>[C:1]([O:5][C:6]([NH:8][CH:9]1[CH2:10][CH2:11][CH:12]([N:15]([CH2:39][CH3:40])[C:16]2[CH:17]=[C:18]([CH:31]=[C:32]([C:35]([O:37][CH3:38])=[O:36])[C:33]=2[CH3:34])[O:19][CH:20]2[CH2:21][N:22]([C:24]([O:26][C:27]([CH3:29])([CH3:30])[CH3:28])=[O:25])[CH2:23]2)[CH2:13][CH2:14]1)=[O:7])([CH3:2])([CH3:3])[CH3:4] |f:3.4|. Procedure: To a stirred solution of tert-butyl 3-(3-((4-((tert-butoxycarbonyl)amino)cyclohexyl)amino)-5-(methoxycarbonyl)-4-methylphenoxy)azetidine-1-carboxylate (0.90 g, 1.69 mmol) and acetaldehyde (0.22 g, 5.06 mmol) in dichloroethane (10 mL), was added acetic acid (0.61 g, 10 mmol) and the reaction stirred at room temperature for 20 minutes. Then sodium triacetoxyborohydride (1.07 g, 5.05 mmol) was added at 0° C. and the reaction was stirred at room temperature for 2 h. On completion, the reaction was q...